This data is from the Open Reaction Database (ORD), a public repository of structured organic reaction records. The task is: describe an organic reaction: reactants, conditions, products, and yield Yields the product NC(=O)NC(=O)CCC(=O)OO. Reactants: NC(=O)NC(=O)CCC(=O)O, CS(=O)(=O)O, O, OO. Reaction SMILES: [C:1]([NH2:2])(=[O:3])[NH:4][C:5]([CH2:6][CH2:7][C:8](=[O:9])[OH:10])=[O:11].[CH3:15][S:16](=[O:17])(=[O:18])[OH:19].[OH2:14].[OH:12][OH:13]>>[C:1]([NH2:2])(=[O:3])[NH:4][C:5]([CH2:6][CH2:7][C:8](=[O:9])[O:10][OH:12])=[O:11].